From a dataset of the Open Reaction Database (ORD), a public repository of structured organic reaction records. describe an organic reaction: reactants, conditions, products, and yield Reactants: CC(C)C(Br)C(=O)O, Nc1ccccc1C(F)(F)F, [Na], BrCc1cccc(Oc2ccccc2)c1. The product is CC(C)C(Nc1ccccc1C(F)(F)F)C(=O)O. As a reaction SMILES: [Br:13][CH:14]([C:15](=[O:16])[OH:17])[CH:18]([CH3:19])[CH3:20].[F:1][C:2]([c:3]1[c:4]([NH2:5])[cH:6][cH:7][cH:8][cH:9]1)([F:10])[F:11].[Na:12].[O:21]([c:22]1[cH:23][c:24]([CH2:28][Br:29])[cH:25][cH:26][cH:27]1)[c:30]1[cH:31][cH:32][cH:33][cH:34][cH:35]1>>[F:1][C:2]([c:3]1[c:4]([NH:5][CH:14]([C:15](=[O:16])[OH:17])[CH:18]([CH3:19])[CH3:20])[cH:6][cH:7][cH:8][cH:9]1)([F:10])[F:11]. Starting materials: tertiary alcohol, FC(C(COCC1=CC(=CC=C1)OC1=CC=CC=C1)(O)C1=CC=C(C=C1)OCC)(F)F (1,1,1-trifluoro-2-(4-ethoxyphenyl)-3-(3-phenoxybenzyloxy)propan-2-ol), N1C=NC=C1 (imidazole), S(=O)(Cl)Cl (Thionyl chloride). Run in C(C)#N (acetonitrile). Conditions: temperature 0 celsius. Product: FC(C(COCC1=CC(=CC=C1)OC1=CC=CC=C1)(C1=CC=C(C=C1)OCC)Cl)(F)F (1,1,1-trifluoro-2-chloro-2-(4-ethoxyphenyl)-3-(3-phenoxybenzyloxy)propane). Isolated yield 70.8%. As a reaction SMILES: [F:1][C:2]([F:31])([F:30])[C:3]([C:21]1[CH:26]=[CH:25][C:24]([O:27][CH2:28][CH3:29])=[CH:23][CH:22]=1)(O)[CH2:4][O:5][CH2:6][C:7]1[CH:12]=[CH:11][CH:10]=[C:9]([O:13][C:14]2[CH:19]=[CH:18][CH:17]=[CH:16][CH:15]=2)[CH:8]=1.N1C=CN=C1.S(Cl)([Cl:39])=O>C(#N)C>[F:1][C:2]([F:31])([F:30])[C:3]([Cl:39])([C:21]1[CH:26]=[CH:25][C:24]([O:27][CH2:28][CH3:29])=[CH:23][CH:22]=1)[CH2:4][O:5][CH2:6][C:7]1[CH:12]=[CH:11][CH:10]=[C:9]([O:13][C:14]2[CH:19]=[CH:18][CH:17]=[CH:16][CH:15]=2)[CH:8]=1. Procedure: A solution of 1,1,1-trifluoro-2-(4-ethoxyphenyl)-3-(3-phenoxybenzyloxy)propan-2-ol (0.65 g) and imidazole (0.612 g) were dissolved in dry acetonitrile 30 cm3), and the solution cooled to ca. 0° C. Thionyl chloride (1.21 g) was added dropwise, with stirring. The reaction mixture was allowed to warm to the ambient temperature (ca. 22° C.) and was stirred for a further three hours. Analysis of the reaction mixture by thin layer chromatography and gas liquid chromatography at that time showed no sta...